From a dataset of the Open Reaction Database (ORD), a public repository of structured organic reaction records. describe an organic reaction: reactants, conditions, products, and yield Starting materials: Brc1ccc2cc3ccccc3cc2c1, C1COCCO1, CCCCCCc1ccc(-c2ccc([Sn](CCCC)(CCCC)CCCC)s2)s1, O=C(C=Cc1ccccc1)C=Cc1ccccc1, O=C(C=Cc1ccccc1)C=Cc1ccccc1, O=C(C=Cc1ccccc1)C=Cc1ccccc1, [Pd], [Pd]. The product is CCCCCCc1ccc(-c2ccc(-c3ccc4cc5ccccc5cc4c3)s2)s1. Reaction SMILES: [Br:1][c:2]1[cH:3][c:4]2[cH:5][c:6]3[cH:7][cH:8][cH:9][cH:10][c:11]3[cH:12][c:13]2[cH:14][cH:15]1.[CH2:101]1[O:102][CH2:103][CH2:104][O:105][CH2:106]1.[CH2:16]([Sn:17]([CH2:18][CH2:19][CH2:20][CH3:37])([c:21]1[cH:22][cH:23][c:24](-[c:26]2[s:27][c:28]([CH2:31][CH2:32][CH2:33][CH2:34][CH2:35][CH3:36])[cH:29][cH:30]2)[s:25]1)[CH2:38][CH2:39][CH2:40][CH3:41])[CH2:42][CH2:43][CH3:44].[O:47]=[C:48]([CH:49]=[CH:50][c:51]1[cH:52][cH:53][cH:54][cH:55][cH:56]1)[CH:57]=[CH:58][c:59]1[cH:60][cH:61][cH:62][cH:63][cH:64]1.[O:65]=[C:66]([CH:67]=[CH:68][c:69]1[cH:70][cH:71][cH:72][cH:73][cH:74]1)[CH:75]=[CH:76][c:77]1[cH:78][cH:79][cH:80][cH:81][cH:82]1.[O:83]=[C:84]([CH:85]=[CH:86][c:87]1[cH:88][cH:89][cH:90][cH:91][cH:92]1)[CH:93]=[CH:94][c:95]1[cH:96][cH:97][cH:98][cH:99][cH:100]1.[Pd:45].[Pd:46]>>[c:2]1(-[c:21]2[cH:22][cH:23][c:24](-[c:26]3[s:27][c:28]([CH2:31][CH2:32][CH2:33][CH2:34][CH2:35][CH3:36])[cH:29][cH:30]3)[s:25]2)[cH:3][c:4]2[cH:5][c:6]3[cH:7][cH:8][cH:9][cH:10][c:11]3[cH:12][c:13]2[cH:14][cH:15]1. Reactants: BrCC(=O)OC (Methyl bromoacetate), solution, C[Si](C)(C)[N-][Si](C)(C)C.[Li+] (lithium bis(trimethylsilyl)amide), O=C1[C@H](CNC2=C(N1)C=CC=C2)NC(=O)OC(C)(C)C ((3S)-2-oxo-3-tert-butoxycarbonylamino-2,3,4,5-tetrahydro-1H-1,5-benzodiazepine). The solvent is CCOC(=O)C (EtOAc), C1CCOC1 (THF), C1CCOC1 (THF). Run at time 30 minute. Product: COC(CN1C([C@H](CNC2=C1C=CC=C2)NC(=O)OC(C)(C)C)=O)=O ((3S)-2-Oxo-3-tert-butoxycarbonylamino-2,3,4,5-tetrahydro-1H-1,5-benzodiazepine-1-acetic acid methyl ester). The yield is 83.0%. RXN SMILES: C[Si]([N-][Si](C)(C)C)(C)C.[Li+].[O:11]=[C:12]1[NH:18][C:17]2[CH:19]=[CH:20][CH:21]=[CH:22][C:16]=2[NH:15][CH2:14][C@@H:13]1[NH:23][C:24]([O:26][C:27]([CH3:30])([CH3:29])[CH3:28])=[O:25].Br[CH2:32][C:33]([O:35][CH3:36])=[O:34]>C1COCC1.CCOC(C)=O>[CH3:36][O:35][C:33](=[O:34])[CH2:32][N:18]1[C:17]2[CH:19]=[CH:20][CH:21]=[CH:22][C:16]=2[NH:15][CH2:14][C@H:13]([NH:23][C:24]([O:26][C:27]([CH3:30])([CH3:29])[CH3:28])=[O:25])[C:12]1=[O:11] |f:0.1|. Reported procedure: A 1.0 M solution of lithium bis(trimethylsilyl)amide (3.4 ml, 3.4 mmol) in THF was added dropwise to a −78° C. solution of (3S)-2-oxo-3-tert-butoxycarbonylamino-2,3,4,5-tetrahydro-1H-1,5-benzodiazepine (0.94 g, 3.38 mmol) in 20 ml of anhydrous THF and stirred for 30 min. Methyl bromoacetate (0.44 ml, 4 mmol) was added dropwise to the reaction mixture then warmed to RT. The reaction was diluted with 100 ml of EtOAc and washed with 0.3N KHSO4 (50 ml), H2O (2×50 ml), and brine. The combined organic... Reactants: C(=O)(OC)C1=CC=C(C=C1)CC(C)NCC(O)C1=C(C=C(C=C1)OCC1=CC=CC=C1)Cl (N-(2-[4-Carbomethoxyphenyl]-1-methylethyl)-2-(4-benzyloxy-2-chlorophenyl)-2-hydroxyethanamine). The reagents and catalysts are [Pd] (palladium on charcoal). The solvent is C(C)O (ethanol). Product: C(=O)(OC)C1=CC=C(C=C1)CC(C)NCC(O)C1=C(C=C(C=C1)O)Cl (N-(2-[4-Carbomethoxyphenyl]-1-methylethyl)-2-(2-chloro-4-hydroxyphenyl)-2-hydroxyethanamine). Reaction SMILES: [C:1]([C:5]1[CH:10]=[CH:9][C:8]([CH2:11][CH:12]([NH:14][CH2:15][CH:16]([C:18]2[CH:23]=[CH:22][C:21]([O:24]CC3C=CC=CC=3)=[CH:20][C:19]=2[Cl:32])[OH:17])[CH3:13])=[CH:7][CH:6]=1)([O:3][CH3:4])=[O:2]>C(O)C.[Pd]>[C:1]([C:5]1[CH:10]=[CH:9][C:8]([CH2:11][CH:12]([NH:14][CH2:15][CH:16]([C:18]2[CH:23]=[CH:22][C:21]([OH:24])=[CH:20][C:19]=2[Cl:32])[OH:17])[CH3:13])=[CH:7][CH:6]=1)([O:3][CH3:4])=[O:2]. Reported procedure: N-(2-[4-Carbomethoxyphenyl]-1-methylethyl)-2-(4-benzyloxy-2-chlorophenyl)-2-hydroxyethanamine was hydrogenated in ethanol at atmospheric pressure and room temperature in the presence of 5% palladium on charcoal. The catalyst was removed and the product was recrystallised as the hydrochloride from ethyl acetate as a 28:72 mixture of diastereoisomers, mp 194°-195°. τ (d6DMSO) 8.79 (3H, d, J=6 Hz), 6.20-7.50 (6H, m), 6.16 (3H, s), 4.67 (1H, m), 2.30-3.30 (5H, m), 2.07 (2H, d, J=8 Hz), 0.67 (1H, br)...